This data is from the Open Reaction Database (ORD), a public repository of structured organic reaction records. The task is: describe an organic reaction: reactants, conditions, products, and yield The reactants are Cl (hydrochloric acid), O=C1C2(C(C3=C(C(=C(C=C13)OCC#N)C)Cl)=O)CCCC2 ([1',3'-dioxo-4'-chloro-5'-methylspiro(cyclopentane-1,2'-indan)-6'-yloxy]acetonitrile), [N-]=[N+]=[N-].[Na+] (sodium azide), [Cl-].[NH4+] (ammonium chloride). The solvent is CN(C=O)C (dimethylformamide). Run at temperature 95 celsius. The product is O=C1C2(C(C3=C(C(=C(C=C13)OCC1=NN=NN1)C)Cl)=O)CCCC2 (5 -[1',3'-Dioxo-4'-chloro-5'-methylspiro-(cyclopentane-1,2'-indan)-6'-yloxymethyl]-tetrazole). RXN SMILES: [O:1]=[C:2]1[C:10]2[C:5](=[C:6]([Cl:16])[C:7]([CH3:15])=[C:8]([O:11][CH2:12][C:13]#[N:14])[CH:9]=2)[C:4](=[O:17])[C:3]21[CH2:21][CH2:20][CH2:19][CH2:18]2.[N-:22]=[N+:23]=[N-:24].[Na+].[Cl-].[NH4+].Cl>CN(C)C=O>[O:1]=[C:2]1[C:10]2[C:5](=[C:6]([Cl:16])[C:7]([CH3:15])=[C:8]([O:11][CH2:12][C:13]3[NH:24][N:23]=[N:22][N:14]=3)[CH:9]=2)[C:4](=[O:17])[C:3]21[CH2:21][CH2:20][CH2:19][CH2:18]2 |f:1.2,3.4|. Procedure: A stirred mixture of [1',3'-dioxo-4'-chloro-5'-methylspiro(cyclopentane-1,2'-indan)-6'-yloxy]acetonitrile (9.0 g., 0.03 mole), sodium azide (3.9 g., 0.06 mole) and ammonium chloride (3.2 g., 0.06 mole) in dimethylformamide (150 ml.) is heated at 95°C. for 2 hours then cooled and poured into dilute aqueous hydrochloric acid affording 9.9 g. of 5-[1',3'-dioxo-4'-chloro-5'-methylspiro(cyclopentane-1,2'-indan)-6'-yloxymethyl]tetrazole which melts at 211°-212°C. after recrystallization from acetic ac...